From a dataset of the Open Reaction Database (ORD), a public repository of structured organic reaction records. describe an organic reaction: reactants, conditions, products, and yield Reactants: N(=[N+]=[N-])[C@@H]1CCCC2=C1C=C1CCN(CC1=C2)C(C(F)(F)F)=O ((R)-1-(6-azido-3,4,6,7,8,9-hexahydrobenzo[g]-isoquinolin-2(1H)-yl)-2,2,2-trifluoroethanone), [OH-].[Na+] (NaOH). Run in C1CCOC1.CO.O (THF MeOH H2O). The product is N(=[N+]=[N-])[C@@H]1CCCC2=C1C=C1CCNCC1=C2 ((R)-6-azido-1,2,3,4,6,7,8,9-octahydrobenzo[g]isoquinoline). As a reaction SMILES: [N:1]([C@H:4]1[C:9]2[CH:10]=[C:11]3[C:16](=[CH:17][C:8]=2[CH2:7][CH2:6][CH2:5]1)[CH2:15][N:14](C(=O)C(F)(F)F)[CH2:13][CH2:12]3)=[N+:2]=[N-:3].[OH-].[Na+]>C1COCC1.CO.O>[N:1]([C@H:4]1[C:9]2[CH:10]=[C:11]3[C:16](=[CH:17][C:8]=2[CH2:7][CH2:6][CH2:5]1)[CH2:15][NH:14][CH2:13][CH2:12]3)=[N+:2]=[N-:3] |f:1.2,3.4.5|. Procedure: A solution of (R)-1-(6-azido-3,4,6,7,8,9-hexahydrobenzo[g]-isoquinolin-2(1H)-yl)-2,2,2-trifluoroethanone (972 mg, 3.0 mmol) and NaOH (240 mg, 6 mmol) in 21 mL of THF/MeOH/H2O (10/10/1) was stirred at RT for 5 h. The solvent was evaporated and the residue was submitted to flash chomatograph (SiO2, EtOAc/MeOH=100:10 to 100:20 to 100:30) to give (R)-6-azido-1,2,3,4,6,7,8,9-octahydrobenzo[g]isoquinoline as a colorless oil. Starting materials: [OH-].[Na+] (Sodium hydroxide), ClC=1C=C(C=CC1C#N)C1=NN(C=C1)C[C@H](C)NC(=O)C=1N=C(NC1)C ((S)—N-(1-(3-(3-chloro-4-cyano-phenyl)-1H-pyrazol-1-yl)propan-2-yl)-2-methyl-1H-imidazole-4-carboxamide), BrC(C#N)C (2-bromopropanenitrile). The solvent is CN(C)C=O (DMF). Reaction conditions: temperature 10 celsius, time 2 hour. Product: ClC=1C=C(C=CC1C#N)C1=NN(C=C1)C[C@H](C)NC(=O)C=1N=C(N(C1)C(C)C#N)C (N—((S)-1-(3-(3-Chloro-4-cyanophenyl)-1H-pyrazol-1-yl)propan-2-yl)-1-(1-cyanoethyl)-2-methyl-1H-imidazole-4-carboxamide). Isolated yield 27.6%. Reaction SMILES: [OH-].[Na+].[Cl:3][C:4]1[CH:5]=[C:6]([C:12]2[CH:16]=[CH:15][N:14]([CH2:17][C@@H:18]([NH:20][C:21]([C:23]3[N:24]=[C:25]([CH3:28])[NH:26][CH:27]=3)=[O:22])[CH3:19])[N:13]=2)[CH:7]=[CH:8][C:9]=1[C:10]#[N:11].Br[CH:30]([CH3:33])[C:31]#[N:32]>CN(C=O)C>[Cl:3][C:4]1[CH:5]=[C:6]([C:12]2[CH:16]=[CH:15][N:14]([CH2:17][C@@H:18]([NH:20][C:21]([C:23]3[N:24]=[C:25]([CH3:28])[N:26]([CH:30]([C:31]#[N:32])[CH3:33])[CH:27]=3)=[O:22])[CH3:19])[N:13]=2)[CH:7]=[CH:8][C:9]=1[C:10]#[N:11] |f:0.1|. Procedure: Sodium hydroxide, 5 M (1.085 mmol, 0.217 ml) and (S)—N-(1-(3-(3-chloro-4-cyano-phenyl)-1H-pyrazol-1-yl)propan-2-yl)-2-methyl-1H-imidazole-4-carboxamide (0.542 mmol, 200 mg) were dissolved in DMF (2 ml). The mixture was cooled to ˜10° C. with an ice bath and 2-bromopropanenitrile (0.813 mmol, 109 mg) was slowly added. The mixture was allowed to warm to RT and it was stirred for 2 h. Solvent was evaporated, DCM was added and the mixture was washed twice with water. The organic phase was dried, fil...